This data is from the Open Reaction Database (ORD), a public repository of structured organic reaction records. The task is: describe an organic reaction: reactants, conditions, products, and yield Reactants: Cc1ccc2nc(C)cc(Br)c2c1, N#C[Cu], CN(C)C=O. The product is Cc1ccc2nc(C)cc(C#N)c2c1. As a reaction SMILES: [Br:1][c:2]1[cH:3][c:4]([CH3:13])[n:5][c:6]2[cH:7][cH:8][c:9]([CH3:12])[cH:10][c:11]12.[Cu:14][C:15]#[N:16].[O:17]=[CH:18][N:19]([CH3:20])[CH3:21]>>[c:2]1([C:15]#[N:16])[cH:3][c:4]([CH3:13])[n:5][c:6]2[cH:7][cH:8][c:9]([CH3:12])[cH:10][c:11]12.